From a dataset of the Open Reaction Database (ORD), a public repository of structured organic reaction records. describe an organic reaction: reactants, conditions, products, and yield The reactants are CC(CC(=O)C1=CC=C(CBr)C=C1)(C)C (4-(3,3-dimethyl-butyryl)-benzyl bromide), C1(C=2C(C(N1)=O)=CC=CC2)=O.[K] (potassium phthalimide). Solvent: CCOC(=O)C (EtOAc), CN(C)C=O (DMF). Run at time 8 hour. Product: CC(CC(=O)C1=CC=C(CN2C(C3=CC=CC=C3C2=O)=O)C=C1)(C)C (2-[4-(3,3-Dimethyl-butyryl)-benzyl]-isoindole-1,3-dione). The yield is 99.1%. Reaction SMILES: [CH3:1][C:2]([CH3:15])([CH3:14])[CH2:3][C:4]([C:6]1[CH:13]=[CH:12][C:9]([CH2:10]Br)=[CH:8][CH:7]=1)=[O:5].[C:16]1(=[O:26])[NH:20][C:19](=[O:21])[C:18]2=[CH:22][CH:23]=[CH:24][CH:25]=[C:17]12.[K]>CN(C=O)C.CCOC(C)=O>[CH3:1][C:2]([CH3:15])([CH3:14])[CH2:3][C:4]([C:6]1[CH:13]=[CH:12][C:9]([CH2:10][N:20]2[C:16](=[O:26])[C:17]3[C:18](=[CH:22][CH:23]=[CH:24][CH:25]=3)[C:19]2=[O:21])=[CH:8][CH:7]=1)=[O:5] |f:1.2,^1:26|. Reported procedure: Add 4-(3,3-dimethyl-butyryl)-benzyl bromide (1 g, 3.731 mmol) to a stirred suspension of potassium phthalimide (0.705 g, 3.805 mmol) in anhydrous DMF (20 mL). Stir the mixture overnight at room temperature. Dilute with EtOAc and wash twice with ice-cold water. Dry the organic layer over Na2SO4, filter and concentrate in vacuo. Purify the crude mixture by chromatography on silica gel eluting sequentially with hexane and hexane/EtOAc (19:1, 4:1) to provide the desired intermediate as oil (1.24 g, ...